From a dataset of the Open Reaction Database (ORD), a public repository of structured organic reaction records. describe an organic reaction: reactants, conditions, products, and yield The reactants are COC(C1=CC=C(C=C1)C(CC=C)(CO)CC=C)=O (4-(1-allyl-1-hydroxymethyl-but-3-enyl)-benzoic acid methyl ester), CC1=C(C(=CC(=C1)O)C)C1=CC=C(C=C1)C(F)(F)F (2,6-dimethyl-4′-trifluoromethyl-biphenyl-4-ol), C1(=CC=CC=C1)P(C1=CC=CC=C1)C1=CC=CC=C1 (triphenylphosphine), N(=NC(=O)N1CCCCC1)C(=O)N1CCCCC1 (1,1′-(azodicarbonyl)-dipiperidine). Run in C1(=CC=CC=C1)C (toluene), CO (MeOH). Run at temperature 80 celsius, time 8 hour. Yields the product COC(C1=CC=C(C=C1)C(CC=C)(COC1=CC(=C(C(=C1)C)C1=CC=C(C=C1)C(F)(F)F)C)CC=C)=O (4-[1-Allyl-1-(2,6-dimethyl-4′-trifluoromethyl-biphenyl-4-yloxymethyl)-but-3-enyl]-benzoic acid methyl ester). Isolated yield 64.3%. Reaction SMILES: [CH3:1][O:2][C:3](=[O:19])[C:4]1[CH:9]=[CH:8][C:7]([C:10]([CH2:16][CH:17]=[CH2:18])([CH2:14][OH:15])[CH2:11][CH:12]=[CH2:13])=[CH:6][CH:5]=1.[CH3:20][C:21]1[CH:26]=[C:25](O)[CH:24]=[C:23]([CH3:28])[C:22]=1[C:29]1[CH:34]=[CH:33][C:32]([C:35]([F:38])([F:37])[F:36])=[CH:31][CH:30]=1.C1(P(C2C=CC=CC=2)C2C=CC=CC=2)C=CC=CC=1.N(C(N1CCCCC1)=O)=NC(N1CCCCC1)=O>C1(C)C=CC=CC=1.CO>[CH3:1][O:2][C:3](=[O:19])[C:4]1[CH:9]=[CH:8][C:7]([C:10]([CH2:16][CH:17]=[CH2:18])([CH2:14][O:15][C:25]2[CH:26]=[C:21]([CH3:20])[C:22]([C:29]3[CH:34]=[CH:33][C:32]([C:35]([F:36])([F:38])[F:37])=[CH:31][CH:30]=3)=[C:23]([CH3:28])[CH:24]=2)[CH2:11][CH:12]=[CH2:13])=[CH:6][CH:5]=1. Procedure: A solution of 4-(1-allyl-1-hydroxymethyl-but-3-enyl)-benzoic acid methyl ester (0.768 g, 2.95 mmol), 2,6-dimethyl-4′-trifluoromethyl-biphenyl-4-ol (0.861 g, 3.23 mmol), and triphenylphosphine (1.180 g, 4.50 mmol) in toluene (30 mL) is treated with 1,1′-(azodicarbonyl)-dipiperidine (1.182 g, 4.68 mmol) and stirred overnight at 80° C. The reaction mixture is then cooled to room temperature, diluted with MeOH, and concentrated. The residue is loaded onto silica gel and eluted with hexanes using a g... Starting materials: [Br-], N#Cc1c[nH]cn1, C1CCOC1, CCC[Mg+], [Na+], [OH-], O, O=S(=O)(O)O. Product: CCCC(=O)c1c[nH]cn1. RXN SMILES: [Br-:8].[C:1](#[N:2])[c:3]1[n:4][cH:5][nH:6][cH:7]1.[CH2:20]1[O:21][CH2:22][CH2:23][CH2:24]1.[CH2:9]([CH2:10][CH3:11])[Mg+:12].[Na+:19].[OH-:18].[OH2:25].[S:13]([OH:14])(=[O:15])(=[O:16])[OH:17]>>[C:1]([c:3]1[n:4][cH:5][nH:6][cH:7]1)([CH2:9][CH2:10][CH3:11])=[O:14]. Starting materials: [C]=O (carbon monoxide), C(CCCCC)OC1=CC=C(C=C1)C (4-(n-hexyloxy)toluene), C(C)(C)(C)OOC(C)(C)C (di-tert-butyl peroxide), Pd(Xantphos)Cl2, [C]=O (carbon monoxide), C(C)O (ethanol). Run at temperature 120 celsius, time 16 hour. Yields the product C(CCCCC)OC1=CC=C(C=C1)CC(=O)OCC (ethyl 2-(4-(n-hexyloxy)phenyl)acetate). The yield is 87.9%. RXN SMILES: [CH2:1]([O:7][C:8]1[CH:13]=[CH:12][C:11]([CH3:14])=[CH:10][CH:9]=1)[CH2:2][CH2:3][CH2:4][CH2:5][CH3:6].C(O[O:20][C:21]([CH3:24])(C)C)(C)(C)C.[C]=O.[CH2:27]([OH:29])C>>[CH2:1]([O:7][C:8]1[CH:13]=[CH:12][C:11]([CH2:14][C:27]([O:20][CH2:21][CH3:24])=[O:29])=[CH:10][CH:9]=1)[CH2:2][CH2:3][CH2:4][CH2:5][CH3:6] |^3:24|. Procedure details: 4-(n-hexyloxy)toluene (2.88 g), ethanol (46 mg), di-tert-butyl peroxide (73 mg, 1 equivalent), and Pd(Xantphos)Cl2 (3.8 mg, 1 mol %) were added into a reaction kettle, into which 10 atm carbon monoxide was introduced. The reaction was heated to 120° C., and stirred at this constant temperature for 16 h. After the reaction was completed, carbon monoxide was discharged, and 116 mg ethyl 2-(4-(n-hexyloxy)phenyl)acetate was obtained by column chromatography, in a yield of 88%. 1HNMR (400 MHz, CDCl3)... Yields the product CC(=O)c1ccc(N2CCN(C(=O)c3ccccc3)CC2)cc1. Starting materials: O=C(Cl)c1ccccc1, ClCCl, CC(=O)c1ccc(N2CCNCC2)cc1. RXN SMILES: [C:1]([c:2]1[cH:3][cH:4][cH:5][cH:6][cH:7]1)(=[O:8])[Cl:9].[Cl:25][CH2:26][Cl:27].[N:10]1([c:16]2[cH:17][cH:18][c:19]([C:22]([CH3:23])=[O:24])[cH:20][cH:21]2)[CH2:11][CH2:12][NH:13][CH2:14][CH2:15]1>>[C:1]([c:2]1[cH:3][cH:4][cH:5][cH:6][cH:7]1)(=[O:8])[N:13]1[CH2:12][CH2:11][N:10]([c:16]2[cH:17][cH:18][c:19]([C:22]([CH3:23])=[O:24])[cH:20][cH:21]2)[CH2:15][CH2:14]1. The reactants are BrC=1C=C2C=CC(=C(C2=CC1)CN1C([C@H](CN(C2=C1C=CC=C2)C(C2=CC(=CC=C2)C(=O)N2C[C@@H](C(N(C1=C2C=CC=C1)CC1=C(C=CC2=CC(=CC=C12)Br)OC)=O)NC([C@H](C)N(C)C(=O)OC(C)(C)C)=O)=O)NC([C@H](C)N(C(OC(C)(C)C)=O)C)=O)=O)OC (tert-butyl N-[(1S)-2-[[(3S)-5-[(6-bromo-2-methoxy-1-naphthyl)methyl]-1-[3-[(3S)-5-[(6-bromo-2-methoxy-1-naphthyl)methyl]-3-[[(2S)-2-[tert-butoxycarbonyl(methyl)amino]propanoyl]amino]-4-oxo-2,3-dihydro-1,5-benzodiazepine-1-carbonyl]benzoyl]-4-oxo-2,3-dihydro-1,5-benzodiazepin-3-yl]amino]-1-methyl-2-oxo-ethyl]-N-methyl-carbamate), Cl (HCl). Run in O1CCOCC1 (dioxane), O1CCOCC1 (dioxane). Reaction conditions: time 2 hour. The product is Cl.Cl.BrC=1C=C2C=CC(=C(C2=CC1)CN1C([C@H](CN(C2=C1C=CC=C2)C(C2=CC(=CC=C2)C(=O)N2C[C@@H](C(N(C1=C2C=CC=C1)CC1=C(C=CC2=CC(=CC=C12)Br)OC)=O)NC([C@H](C)NC)=O)=O)NC([C@H](C)NC)=O)=O)OC ((2S)-N-[(3S)-5-[(6-Bromo-2-methoxy-1-naphthyl)methyl]-1-[3-[(3S)-5-[(6-bromo-2-methoxy-1-naphthyl)methyl]-3-[[(2S)-2-(methylamino)propanoyl]amino]-4-oxo-2,3-dihydro-1,5-benzodiazepine-1-carbonyl]benzoyl]-4-oxo-2,3-dihydro-1,5-benzodiazepin-3-yl]-2-(methylamino)propanamide dihydrochloride). The yield is 58.9%. As a reaction SMILES: [Br:1][C:2]1[CH:3]=[C:4]2[C:9](=[CH:10][CH:11]=1)[C:8]([CH2:12][N:13]1[C:19]3[CH:20]=[CH:21][CH:22]=[CH:23][C:18]=3[N:17]([C:24](=[O:73])[C:25]3[CH:30]=[CH:29][CH:28]=[C:27]([C:31]([N:33]4[C:39]5[CH:40]=[CH:41][CH:42]=[CH:43][C:38]=5[N:37]([CH2:44][C:45]5[C:54]6[C:49](=[CH:50][C:51]([Br:55])=[CH:52][CH:53]=6)[CH:48]=[CH:47][C:46]=5[O:56][CH3:57])[C:36](=[O:58])[C@@H:35]([NH:59][C:60](=[O:72])[C@@H:61]([N:63](C(OC(C)(C)C)=O)[CH3:64])[CH3:62])[CH2:34]4)=[O:32])[CH:26]=3)[CH2:16][C@H:15]([NH:74][C:75](=[O:87])[C@@H:76]([N:78](C)[C:79](=O)OC(C)(C)C)[CH3:77])[C:14]1=[O:88])=[C:7]([O:89][CH3:90])[CH:6]=[CH:5]2.[ClH:91]>O1CCOCC1>[ClH:91].[ClH:91].[Br:55][C:51]1[CH:50]=[C:49]2[C:54](=[CH:53][CH:52]=1)[C:45]([CH2:44][N:37]1[C:38]3[CH:43]=[CH:42][CH:41]=[CH:40][C:39]=3[N:33]([C:31](=[O:32])[C:27]3[CH:28]=[CH:29][CH:30]=[C:25]([C:24]([N:17]4[C:18]5[CH:23]=[CH:22][CH:21]=[CH:20][C:19]=5[N:13]([CH2:12][C:8]5[C:9]6[C:4](=[CH:3][C:2]([Br:1])=[CH:11][CH:10]=6)[CH:5]=[CH:6][C:7]=5[O:89][CH3:90])[C:14](=[O:88])[C@@H:15]([NH:74][C:75](=[O:87])[C@@H:76]([NH:78][CH3:79])[CH3:77])[CH2:16]4)=[O:73])[CH:26]=3)[CH2:34][C@H:35]([NH:59][C:60](=[O:72])[C@@H:61]([NH:63][CH3:64])[CH3:62])[C:36]1=[O:58])=[C:46]([O:56][CH3:57])[CH:47]=[CH:48]2 |f:3.4.5|. Procedure details: To a stirred solution of tert-butyl N-[(1S)-2-[[(3S)-5-[(6-bromo-2-methoxy-1-naphthyl)methyl]-1-[3-[(3S)-5-[(6-bromo-2-methoxy-1-naphthyl)methyl]-3-[[(2S)-2-[tert-butoxycarbonyl(methyl)amino]propanoyl]amino]-4-oxo-2,3-dihydro-1,5-benzodiazepine-1-carbonyl]benzoyl]-4-oxo-2,3-dihydro-1,5-benzodiazepin-3-yl]amino]-1-methyl-2-oxo-ethyl]-N-methyl-carbamate (15 mg, 0.01 mmol) in dioxane (0.2 mL) at 0° C. was added 4 N HCl in dioxane (0.2 mL), the cooling bath was removed and the mixture was stirred at... Starting materials: C(C)(=O)NC1(C=2C=CC=CC2C=2NC(C=3N(C21)C=CN3)=O)CC (10-acetamido-10-ethyl-5H,10H-imidazo[1,2-a]indeno[1,2-e]pyrazin-4-one), Cl (hydrochloric acid). The solvent is C(C)O (ethanol). Reaction conditions: time 1 hour. Yields the product Cl.NC1(C=2C=CC=CC2C=2NC(C=3N(C21)C=CN3)=O)CC.Cl.Cl.NC3(C=2C=CC=CC2C=2NC(C=1N(C23)C=CN1)=O)CC (10-amino-10-ethyl-5H,10H-imidazo[1,2-a]indeno[1,2-e]pyrazin-4-one sesquihydrochloride). RXN SMILES: C([NH:4][C:5]1([CH2:22][CH3:23])[C:17]2[N:16]3[CH:18]=[CH:19][N:20]=[C:15]3[C:14](=[O:21])[NH:13][C:12]=2[C:11]2[CH:10]=[CH:9][CH:8]=[CH:7][C:6]1=2)(=O)C.[ClH:24]>C(O)C>[ClH:24].[NH2:4][C:5]1([CH2:22][CH3:23])[C:17]2[N:16]3[CH:18]=[CH:19][N:20]=[C:15]3[C:14](=[O:21])[NH:13][C:12]=2[C:11]2[CH:10]=[CH:9][CH:8]=[CH:7][C:6]1=2.[ClH:24].[ClH:24].[NH2:4][C:5]1([CH2:22][CH3:23])[C:17]2[N:16]3[CH:18]=[CH:19][N:20]=[C:15]3[C:14](=[O:21])[NH:13][C:12]=2[C:11]2[CH:10]=[CH:9][CH:8]=[CH:7][C:6]1=2 |f:3.4.5.6.7|. Procedure: 0.46 g of 10-acetamido-10-ethyl-5H,10H-imidazo[1,2-a]indeno[1,2-e]pyrazin-4-one is dissolved in 25 ml of boiling 2N hydrochloric acid and the solution is stirred for 1 hours at boiling, cooled and concentrated to dryness under reduced pressure (15 mmHg; 2 kPa) at 60° C. The product obtained is suspended in 15 ml of ethanol and the insoluble product is isolated by filtration, washed twice with 10 ml in total of ethanol and dried under reduced pressure (1 mmHg; 0.13 kPa) at 100° C. 0.28 g of 10-am...